From a dataset of the Open Reaction Database (ORD), a public repository of structured organic reaction records. describe an organic reaction: reactants, conditions, products, and yield As a reaction SMILES: [Br:25][CH2:26][CH:27]1[CH2:28][CH2:29][CH2:30]1.[CH3:37][C:38]#[N:39].[K+:31].[K+:32].[O-:33][C:34]([O-:35])=[O:36].[nH:1]1[c:2](-[c:10]2[cH:11][cH:12][c:13](-[c:16]3[o:17][cH:18][c:19]([C:21](=[O:22])[O:23][CH3:24])[n:20]3)[cH:14][cH:15]2)[n:3][c:4]2[c:5]1[cH:6][cH:7][cH:8][cH:9]2>>[n:1]1([CH2:26][CH:27]2[CH2:28][CH2:29][CH2:30]2)[c:2](-[c:10]2[cH:11][cH:12][c:13](-[c:16]3[o:17][cH:18][c:19]([C:21](=[O:22])[O:23][CH3:24])[n:20]3)[cH:14][cH:15]2)[n:3][c:4]2[c:5]1[cH:6][cH:7][cH:8][cH:9]2. Reactants: BrCC1CCC1, CC#N, [K+], [K+], O=C([O-])[O-], COC(=O)c1coc(-c2ccc(-c3nc4ccccc4[nH]3)cc2)n1. The product is COC(=O)c1coc(-c2ccc(-c3nc4ccccc4n3CC3CCC3)cc2)n1. The reactants are C1(=CC(=CC=C1)C(=O)Cl)C (m-toluoyl chloride), NC1=C2C(N(C(C2=CC=C1)=O)C1C(NC(CC1)=O)=O)=O (4-amino-2-(2,6-dioxo(3-piperidyl))isoindoline-1,3-dione), CO (methanol). Solvent: C(C)OCC (diethyl ether), C1CCOC1 (THF). Reaction conditions: time 1 hour. The product is O=C1NC(CCC1N1C(C2=CC=CC(=C2C1=O)NC(C1=CC(=CC=C1)C)=O)=O)=O (N-[2-(2,6-Dioxo-piperidin-3-yl)-1,3-dioxo-2,3-dihydro-1H-isoindol-4-yl]-3-methyl-benzamide). The yield is 88.2%. RXN SMILES: [NH2:1][C:2]1[CH:10]=[CH:9][CH:8]=[C:7]2[C:3]=1[C:4](=[O:20])[N:5]([CH:12]1[CH2:17][CH2:16][C:15](=[O:18])[NH:14][C:13]1=[O:19])[C:6]2=[O:11].[C:21]1([CH3:30])[CH:26]=[CH:25][CH:24]=[C:23]([C:27](Cl)=[O:28])[CH:22]=1.CO>C1COCC1.C(OCC)C>[O:19]=[C:13]1[CH:12]([N:5]2[C:4](=[O:20])[C:3]3[C:7](=[CH:8][CH:9]=[CH:10][C:2]=3[NH:1][C:27](=[O:28])[C:23]3[CH:24]=[CH:25][CH:26]=[C:21]([CH3:30])[CH:22]=3)[C:6]2=[O:11])[CH2:17][CH2:16][C:15](=[O:18])[NH:14]1. Procedure: To a suspension of 4-amino-2-(2,6-dioxo(3-piperidyl))isoindoline-1,3-dione (0.55 g 2 mmol) in THF (30 ml) was added m-toluoyl chloride (0.53 ml, 4 mmol). The mixture was heated to reflux for 18 hours. The reaction was cooled to room temperature, methanol (2 ml) was added, and the mixture stirred for 1 hour. The solvent was evaporated in vacuo leaving a solid that was slurried in diethyl ether (20 ml), filtered, reslurried in ethyl acetate (20 ml), and filtered to give 0.69 g (88%) of product as ... Reactants: [Li]C(C)(C)C, CO, CCCCC, CC(C)(C)OC(=O)N(CCC=O)Cc1ccc(Cl)nc1, O=C1C=C(N2CCCC2)CO1, C1CCOC1. Yields the product CC(C)(C)OC(=O)N(CCC(O)C1OC(=O)C=C1N1CCCC1)Cc1ccc(Cl)nc1. As a reaction SMILES: [C:12]([Li:13])([CH3:14])([CH3:15])[CH3:16].[CH3:37][OH:38].[CH3:44][CH2:45][CH2:46][CH2:47][CH3:48].[Cl:17][c:18]1[cH:19][cH:20][c:21]([CH2:24][N:25]([C:26]([O:27][C:28]([CH3:29])([CH3:30])[CH3:31])=[O:32])[CH2:33][CH2:34][CH:35]=[O:36])[cH:22][n:23]1.[N:1]1([C:6]2=[CH:7][C:8](=[O:11])[O:9][CH2:10]2)[CH2:2][CH2:3][CH2:4][CH2:5]1.[O:39]1[CH2:40][CH2:41][CH2:42][CH2:43]1>>[N:1]1([C:6]2=[CH:7][C:8](=[O:11])[O:9][CH:10]2[CH:35]([CH2:34][CH2:33][N:25]([CH2:24][c:21]2[cH:20][cH:19][c:18]([Cl:17])[n:23][cH:22]2)[C:26]([O:27][C:28]([CH3:29])([CH3:30])[CH3:31])=[O:32])[OH:36])[CH2:2][CH2:3][CH2:4][CH2:5]1.